Dataset: the Open Reaction Database (ORD), a public repository of structured organic reaction records. Task: describe an organic reaction: reactants, conditions, products, and yield Starting materials: C(C1=CC=CC=C1)OC=1C(N(C=C(C1)N1N=C(C=C1)C1=CC=CC=C1)C)=O (3-(Benzyloxy)-1-methyl-5-(3-phenyl-1H-pyrazol-1-yl)pyridin-2(1H)-one). Reagents/catalysts: [Pd] (Pd/C). Solvent: CO (MeOH). Reaction conditions: time 8 hour. Product: OC=1C(N(C=C(C1)N1N=C(C=C1)C1=CC=CC=C1)C)=O (3-Hydroxy-1-methyl-5-(3-phenyl-1H-pyrazol-1-yl)pyridin-2(1H)-one). Isolated yield 40.7%. As a reaction SMILES: C([O:8][C:9]1[C:10](=[O:27])[N:11]([CH3:26])[CH:12]=[C:13]([N:15]2[CH:19]=[CH:18][C:17]([C:20]3[CH:25]=[CH:24][CH:23]=[CH:22][CH:21]=3)=[N:16]2)[CH:14]=1)C1C=CC=CC=1>CO.[Pd]>[OH:8][C:9]1[C:10](=[O:27])[N:11]([CH3:26])[CH:12]=[C:13]([N:15]2[CH:19]=[CH:18][C:17]([C:20]3[CH:25]=[CH:24][CH:23]=[CH:22][CH:21]=3)=[N:16]2)[CH:14]=1. Reported procedure: 3-(Benzyloxy)-1-methyl-5-(3-phenyl-1H-pyrazol-1-yl)pyridin-2(1H)-one (33 mg, 0.092 mmol) was hydrogenated (balloon) with 10% Pd/C (10 mg, 9.40 μmol) in MeOH (1 mL) at R.T. After stirring overnight the mixture was filtered using a 0.45 μm PTFE syringe filter and concentrated. The crude material was purified by preparative reversed-phase HPLC (20×150 mm Waters Sunfire (0.1% TFA), 5-60% CH3CN/water over 20 min at 20 mL/ruin) to give the title compound (10 mg, 41%) as an off-white solid. 1H NMR (500...